From a dataset of the Open Reaction Database (ORD), a public repository of structured organic reaction records. describe an organic reaction: reactants, conditions, products, and yield Reactants: ice water, [Cl-].O[NH3+] (hydroxylammonium chloride), C(C)(=O)[O-].[Na+] (sodium acetate), FC(C(=O)C1=C(C=CC=C1)C)(F)F (2,2,2-trifluoro-1-(2-methylphenyl)-ethanone). Solvent: C(C)O (ethanol), O (water). The product is FC(C(=NO)C1=C(C=CC=C1)C)(F)F (2,2,2-trifluoro-1-(2-methylphenyl)-ethanone oxime). Yield: 66.4%. RXN SMILES: [F:1][C:2]([F:13])([F:12])[C:3]([C:5]1[CH:10]=[CH:9][CH:8]=[CH:7][C:6]=1[CH3:11])=O.[Cl-].[OH:15][NH3+:16].C([O-])(=O)C.[Na+]>C(O)C.O>[F:1][C:2]([F:13])([F:12])[C:3]([C:5]1[CH:10]=[CH:9][CH:8]=[CH:7][C:6]=1[CH3:11])=[N:16][OH:15] |f:1.2,3.4|. Procedure: 3.7 g (0.020 mol) of 2,2,2-trifluoro-1-(2-methylphenyl)-ethanone are dissolved in 20 ml of ethanol at 80° C. To the solution are added dropwise 1.4 g (0.020 mol) of hydroxylammonium chloride and 2.7 g (0.033 mol) of sodium acetate dissolved in 10 ml of water. The reaction mixture is refluxed for 5 hours, poured into ice water, and extracted with ethyl acetate. The organic phase is washed with water and brine, dried over MgSO4, and concentrated, yielding 2.7 g of 2,2,2-trifluoro-1-(2-methylphenyl... Starting materials: FC1=C(C=CC(=C1)F)C1(CCN(CC1)C(=O)OC(C)(C)C)CO (tert-Butyl 4-(2,4-difluorophenyl)-4-(hydroxymethyl)piperidine-1-carboxylate), CC(C)([O-])C.[Na+] (sodium tert-butoxide), BrC1=CC(=CC(=C1)C(F)(F)F)CBr (1-Bromo-3-(bromomethyl)-5-(trifluoromethyl)benzene), CC(C)([O-])C.[Na+] (sodium tert-butoxide), CO (MeOH), CO (MeOH). The solvent is C([O-])(O)=O.[Na+] (sodium bicarbonate), O1CCCC1 (tetrahydrofuran). Run at temperature 0 celsius, time 20 minute. The product is BrC=1C=C(COCC2(CCN(CC2)C(=O)OC(C)(C)C)C2=C(C=C(C=C2)F)F)C=C(C1)C(F)(F)F (tert-Butyl 4-((3-bromo-5-(trifluoromethyl)benzyloxy)methyl)-4-(2,4-difluorophenyl)piperidine-1-carboxylate). As a reaction SMILES: [F:1][C:2]1[CH:7]=[C:6]([F:8])[CH:5]=[CH:4][C:3]=1[C:9]1([CH2:22][OH:23])[CH2:14][CH2:13][N:12]([C:15]([O:17][C:18]([CH3:21])([CH3:20])[CH3:19])=[O:16])[CH2:11][CH2:10]1.[Br:24][C:25]1[CH:30]=[C:29]([C:31]([F:34])([F:33])[F:32])[CH:28]=[C:27]([CH2:35]Br)[CH:26]=1.CC(C)([O-])C.[Na+].CO>O1CCCC1.C(=O)(O)[O-].[Na+]>[Br:24][C:25]1[CH:26]=[C:27]([CH:28]=[C:29]([C:31]([F:32])([F:33])[F:34])[CH:30]=1)[CH2:35][O:23][CH2:22][C:9]1([C:3]2[CH:4]=[CH:5][C:6]([F:8])=[CH:7][C:2]=2[F:1])[CH2:14][CH2:13][N:12]([C:15]([O:17][C:18]([CH3:19])([CH3:20])[CH3:21])=[O:16])[CH2:11][CH2:10]1 |f:2.3,6.7|. Procedure details: tert-Butyl 4-(2,4-difluorophenyl)-4-(hydroxymethyl)piperidine-1-carboxylate (220 mg, 0.67 mmol) and 1-Bromo-3-(bromomethyl)-5-(trifluoromethyl)benzene (450 mg, 1.41 mmol) were combined in tetrahydrofuran (2 mL) and cooled to 0° C. The reaction was treated with sodium tert-butoxide (75 mg, 0.355 mmol) and stirred at 0° C. for 20 min. The reaction was treated with another aliquot of sodium tert-butoxide (75 mg, 0.355 mmol), allowed to warm to room temperature, and stirred for 30 min. The reaction ...